From a dataset of the Open Reaction Database (ORD), a public repository of structured organic reaction records. describe an organic reaction: reactants, conditions, products, and yield The reactants are C(C)(C)(C)OC(=O)N1CCC(CC1)N1N=CC=2C1=NC=NC2OC2=C(C=C(C(=C2)F)F)F (4-[4-(2,4,5-trifluoro-phenoxy)-pyrazolo[3,4-d]pyrimidin-1-yl]-piperidine-1-carboxylic acid tert-butyl ester), Cl (HCl). Reported procedure: A mixture of 4-[4-(2,4,5-trifluoro-phenoxy)-pyrazolo[3,4-d]pyrimidin-1-yl]-piperidine-1-carboxylic acid tert-butyl ester (Example 35; 66 mg, 0.15 mmol) and 4M HCl in 1,4-dioxane (10 mL) was stirred at 40° C. for 1 h. The solvent was evaporated under vacuum to provide 1-piperidin-4-yl-4-(2,4,5-trifluoro-phenoxy)-1H-pyrazolo[3,4-d]pyrimidine hydrochloride as a solid which was used directly in the next step without purification. Dichloromethane (5 mL) was added, and the mixture was cooled to about ... As a reaction SMILES: C(OC([N:8]1[CH2:13][CH2:12][CH:11]([N:14]2[C:18]3=[N:19][CH:20]=[N:21][C:22]([O:23][C:24]4[CH:29]=[C:28]([F:30])[C:27]([F:31])=[CH:26][C:25]=4[F:32])=[C:17]3[CH:16]=[N:15]2)[CH2:10][CH2:9]1)=O)(C)(C)C.[ClH:33]>O1CCOCC1>[ClH:33].[NH:8]1[CH2:13][CH2:12][CH:11]([N:14]2[C:18]3=[N:19][CH:20]=[N:21][C:22]([O:23][C:24]4[CH:29]=[C:28]([F:30])[C:27]([F:31])=[CH:26][C:25]=4[F:32])=[C:17]3[CH:16]=[N:15]2)[CH2:10][CH2:9]1 |f:3.4|. Run in O1CCOCC1 (1,4-dioxane). Conditions: temperature 40 celsius, time 1 hour. Yields the product Cl.N1CCC(CC1)N1N=CC=2C1=NC=NC2OC2=C(C=C(C(=C2)F)F)F (1-piperidin-4-yl-4-(2,4,5-trifluoro-phenoxy)-1H-pyrazolo[3,4-d]pyrimidine hydrochloride). The reactants are BrC1=CC2=C(C3=CC=C(C=C3C(=C2C=C1)C1=CC2=CC=CC=C2C=C1)Br)C1=CC2=CC=CC=C2C=C1 (2,6-dibromo-9,10-di(2-naphthyl)anthracene), C1(=CC=CC=C1)C1=NC2=C(N1)C=CC=C2 (2-phenyl-1H-benzimidazole), C1=CC=CC2=CC=C3C=CN=NC3=C12 (9,10-phenanthroline), solution, C([O-])([O-])=O.[Cs+].[Cs+] (cesium carbonate). The reagents and catalysts are [Cu](I)I (copper iodide). Solvent: CN(C=O)C (dimethylformamide). Product: BrC1=CC2=C(C3=CC=C(C=C3C(=C2C=C1)C1=CC2=CC=CC=C2C=C1)N1C(=NC2=C1C=CC=C2)C2=CC=CC=C2)C2=CC1=CC=CC=C1C=C2 (2-bromo-9,10-di(2-naphthyl)-6-(2-phenyl-1H-benzimidazol-1-yl)anthracene). The yield is 35.6%. RXN SMILES: [Br:1][C:2]1[CH:15]=[CH:14][C:13]2[C:4](=[C:5]([C:27]3[CH:36]=[CH:35][C:34]4[C:29](=[CH:30][CH:31]=[CH:32][CH:33]=4)[CH:28]=3)[C:6]3[C:11]([C:12]=2[C:16]2[CH:25]=[CH:24][C:23]4[C:18](=[CH:19][CH:20]=[CH:21][CH:22]=4)[CH:17]=2)=[CH:10][C:9](Br)=[CH:8][CH:7]=3)[CH:3]=1.[C:37]1([C:43]2[NH:47][C:46]3[CH:48]=[CH:49][CH:50]=[CH:51][C:45]=3[N:44]=2)[CH:42]=[CH:41][CH:40]=[CH:39][CH:38]=1.C1C2C(=CC=C3C=2N=NC=C3)C=CC=1.C(=O)([O-])[O-].[Cs+].[Cs+]>CN(C)C=O.[Cu](I)I>[Br:1][C:2]1[CH:15]=[CH:14][C:13]2[C:4](=[C:5]([C:27]3[CH:36]=[CH:35][C:34]4[C:29](=[CH:30][CH:31]=[CH:32][CH:33]=4)[CH:28]=3)[C:6]3[C:11]([C:12]=2[C:16]2[CH:25]=[CH:24][C:23]4[C:18](=[CH:19][CH:20]=[CH:21][CH:22]=4)[CH:17]=2)=[CH:10][C:9]([N:47]2[C:46]4[CH:48]=[CH:49][CH:50]=[CH:51][C:45]=4[N:44]=[C:43]2[C:37]2[CH:38]=[CH:39][CH:40]=[CH:41][CH:42]=2)=[CH:8][CH:7]=3)[CH:3]=1 |f:3.4.5|. Procedure: 5.9 g (10 mmol) of 2,6-dibromo-9,10-di(2-naphthyl)anthracene, 2.2 g (11 mmol) of 2-phenyl-1H-benzimidazole, 0.19 g (1.0 mmol) of copper iodide, and 3.6 g (2.0 mmol) of 9,10-phenanthroline were dissolved into a 2 M solution of cesium carbonate in dimethylformamide (DMF), and the whole was refluxed under heating for 48 hours in an argon atmosphere. After the completion of the reaction, the resultant was filtered. The filtrate was poured into 1 L of 10-mass % hydrochloric acid, and the whole was ex... The reactants are O=C1Nc2ccccc2C1(O)c1cccc(Cl)c1, NCCCO, O, Cc1ccccc1C, Cc1ccc(S(=O)(=O)O)cc1. The product is OCCCNC1=Nc2ccccc2C1(O)c1cccc(Cl)c1. RXN SMILES: [Cl:1][c:2]1[cH:3][c:4]([C:8]2([OH:18])[C:9](=[O:17])[NH:10][c:11]3[cH:12][cH:13][cH:14][cH:15][c:16]32)[cH:5][cH:6][cH:7]1.[NH2:27][CH2:28][CH2:29][CH2:30][OH:31].[OH2:43].[c:19]1([CH3:20])[c:21]([CH3:22])[cH:23][cH:24][cH:25][cH:26]1.[c:32]1([CH3:33])[cH:34][cH:35][c:36]([S:37]([OH:38])(=[O:39])=[O:40])[cH:41][cH:42]1>>[Cl:1][c:2]1[cH:3][c:4]([C:8]2([OH:18])[C:9]([NH:27][CH2:28][CH2:29][CH2:30][OH:31])=[N:10][c:11]3[cH:12][cH:13][cH:14][cH:15][c:16]32)[cH:5][cH:6][cH:7]1. Reactants: OCCCCCCBr, O=C([O-])[O-], CN(C)C=O, [I-], [K+], [K+], [Na+], O, c1ccc(C(OC2CCNCC2)c2ccccc2)cc1. Yields the product OCCCCCCN1CCC(OC(c2ccccc2)c2ccccc2)CC1. As a reaction SMILES: [Br:21][CH2:22][CH2:23][CH2:24][CH2:25][CH2:26][CH2:27][OH:28].[C:31](=[O:32])([O-:33])[O-:34].[CH3:37][N:38]([CH3:39])[CH:40]=[O:41].[I-:30].[K+:35].[K+:36].[Na+:29].[OH2:42].[c:1]1([CH:7]([O:8][CH:9]2[CH2:10][CH2:11][NH:12][CH2:13][CH2:14]2)[c:15]2[cH:16][cH:17][cH:18][cH:19][cH:20]2)[cH:2][cH:3][cH:4][cH:5][cH:6]1>>[c:1]1([CH:7]([O:8][CH:9]2[CH2:10][CH2:11][N:12]([CH2:22][CH2:23][CH2:24][CH2:25][CH2:26][CH2:27][OH:28])[CH2:13][CH2:14]2)[c:15]2[cH:16][cH:17][cH:18][cH:19][cH:20]2)[cH:2][cH:3][cH:4][cH:5][cH:6]1. The yield is 94.0%. The reagents and catalysts are [Pd] (palladium on carbon). The reactants are ON=C(C)C=1C=C(C(=O)O)C=CC1 (3-(1-(Hydroxyimino)ethyl)benzoic acid), Cl (HCl). Procedure details: 3-(1-(Hydroxyimino)ethyl)benzoic acid (2.28 g, 12.73 mmol) and palladium on carbon (10 wt. %, 1.355 g, 12.73 mmol) in ethanol (170 mL) and 12M aqueous HCl (2.1 mL, 24.2 mmol) were stirred under an atmosphere of H2 at 40 psi for 6 hours. The reaction mixture was purged with nitrogen for 30 minutes then filtered through a pad of Celite washing with methanol. The filtrate was concentrated in vacuo and the residue triturated from Et2O to give the sub-title compound as a white (2.4 g, 94% Yield). 1H ... The product is Cl.NC(C)C=1C=C(C(=O)O)C=CC1 (3-(1-Aminoethyl)benzoic acid hydrochloride). As a reaction SMILES: O[N:2]=[C:3]([C:5]1[CH:6]=[C:7]([CH:11]=[CH:12][CH:13]=1)[C:8]([OH:10])=[O:9])[CH3:4].[ClH:14]>[Pd].C(O)C>[ClH:14].[NH2:2][CH:3]([C:5]1[CH:6]=[C:7]([CH:11]=[CH:12][CH:13]=1)[C:8]([OH:10])=[O:9])[CH3:4] |f:4.5|. Run in C(C)O (ethanol). The reactants are C1(=CC=CC=C1)C=1N=CN(C1C1=NC(=NC=C1)N)C1CCNCC1 (4-(4-Phenyl-1-piperidin-4-yl-1H-imidazol-5-yl)pyrimidin-2-amine), C(C)(=O)C1=C(N=CN1C1CCN(CC1)C(=O)OC(C)(C)C)C1=CC=CC=C1 (tert-butyl 4-(5-acetyl-4-phenyl-1H-imidazol-1-yl)piperidine-1-carboxylate), CNC1=NC=CC(=N1)C1=C(N=CN1C1CCNCC1)C1=CC=CC=C1 (N-methyl-4-(4-phenyl-1-piperidin-4-yl-1H-imidazol-5-yl)pyrimidin-2-amine), O1N=C(C=C1)C=O (isoxazole-3-carbaldehyde), FC1=CC=C(C=C1)C=1N=CN(C1C1=NC(=NC=C1)NC)C1CCN(CC1)CC1=NOC=C1 (4-{4-(4-Fluorophenyl)-1-[1-(isoxazol-3-ylmethyl)piperidin-4-yl]-1H-imidazol-5-yl}-N-methylpyrimidin-2-amine), Cl.NC(=N)N (guanidine hydrochloride). Yields the product O1N=C(C=C1)CN1CCC(CC1)N1C=NC(=C1C1=NC(=NC=C1)N)C1=CC=CC=C1 (4-{1-[1-(Isoxazol-3-ylmethyl)piperidin-4-yl]-4-phenyl-1H-imidazol-5-yl}pyrimidin-2-amine). As a reaction SMILES: C1(C2N=CN(C3CCNCC3)C=2C2C=CN=C(N)N=2)C=CC=CC=1.C(C1N(C2CCN(C(OC(C)(C)C)=O)CC2)C=NC=1C1C=CC=CC=1)(=O)C.CNC1N=C(C2N(C3CCNCC3)C=NC=2C2C=CC=CC=2)C=CN=1.Cl.NC(N)=N.O1C=CC(C=O)=N1.F[C:90]1[CH:95]=[CH:94][C:93]([C:96]2[N:97]=[CH:98][N:99]([CH:109]3[CH2:114][CH2:113][N:112]([CH2:115][C:116]4[CH:120]=[CH:119][O:118][N:117]=4)[CH2:111][CH2:110]3)[C:100]=2[C:101]2[CH:106]=[CH:105][N:104]=[C:103]([NH:107]C)[N:102]=2)=[CH:92][CH:91]=1>>[O:118]1[CH:119]=[CH:120][C:116]([CH2:115][N:112]2[CH2:113][CH2:114][CH:109]([N:99]3[C:100]([C:101]4[CH:106]=[CH:105][N:104]=[C:103]([NH2:107])[N:102]=4)=[C:96]([C:93]4[CH:94]=[CH:95][CH:90]=[CH:91][CH:92]=4)[N:97]=[CH:98]3)[CH2:110][CH2:111]2)=[N:117]1 |f:3.4|. Procedure: 4-(4-Phenyl-1-piperidin-4-yl-1H-imidazol-5-yl)pyrimidin-2-amine [C27, prepared from tert-butyl 4-(5-acetyl-4-phenyl-1H-imidazol-1-yl)piperidine-1-carboxylate (C24) in a manner similar to the synthesis of N-methyl-4-(4-phenyl-1-piperidin-4-yl-1H-imidazol-5-yl)pyrimidin-2-amine (C26) described in Example 12, but using guanidine hydrochloride in place of N-methylguanidine hydrochloride] was reacted with isoxazole-3-carbaldehyde according to the general procedure for the synthesis of 4-{4-(4-fluorop... Reactants: C(C)(C)(C)OC(=O)N1CCC12CNC2 (1,6-diaza-spiro[3.3]heptane-1-carboxylic acid tert-butyl ester), N(=C=O)CCCC1=CC=CC=C1 ((3-isocyanato-propyl)-benzene). The product is C(C)(C)(C)OC(=O)N1CCC12CN(C2)C(NCCCC2=CC=CC=C2)=O (6-(3-Phenyl-propylcarbamoyl)-1,6-diaza-spiro[3.3]heptane-1-carboxylic acid tert-butyl ester). Reaction SMILES: [C:1]([O:5][C:6]([N:8]1[C:11]2([CH2:14][NH:13][CH2:12]2)[CH2:10][CH2:9]1)=[O:7])([CH3:4])([CH3:3])[CH3:2].[N:15]([CH2:18][CH2:19][CH2:20][C:21]1[CH:26]=[CH:25][CH:24]=[CH:23][CH:22]=1)=[C:16]=[O:17]>>[C:1]([O:5][C:6]([N:8]1[C:11]2([CH2:12][N:13]([C:16](=[O:17])[NH:15][CH2:18][CH2:19][CH2:20][C:21]3[CH:26]=[CH:25][CH:24]=[CH:23][CH:22]=3)[CH2:14]2)[CH2:10][CH2:9]1)=[O:7])([CH3:4])([CH3:2])[CH3:3]. Reported procedure: In analogy to the experimental procedure of example 8) 1,6-diaza-spiro[3.3]heptane-1-carboxylic acid tert-butyl ester instead of 1-benzyl-1,6-diaza-spiro[3.3]heptane was converted using (3-isocyanato-propyl)-benzene into the title compound which was used directly in the next step without further purification. Reactants: FC1=C(C(=O)OC)C=CC(=C1)[N+](=O)[O-] (methyl 2-fluoro-4-nitrobenzoate), O.NN (hydrazine monohydrate). Solvent: C(C)O (ethanol), C(C)(=O)OCC (ethyl acetate). Product: [N+](=O)([O-])C1=CC=C2C(NNC2=C1)=O (6-Nitro-1,2-dihydro-3H-indazol-3-one). As a reaction SMILES: F[C:2]1[CH:11]=[C:10]([N+:12]([O-:14])=[O:13])[CH:9]=[CH:8][C:3]=1[C:4](OC)=[O:5].O.[NH2:16][NH2:17]>C(O)C.C(OCC)(=O)C>[N+:12]([C:10]1[CH:11]=[C:2]2[C:3]([C:4](=[O:5])[NH:16][NH:17]2)=[CH:8][CH:9]=1)([O-:14])=[O:13] |f:1.2|. Procedure details: In two portions of equal size, a total of 2.00 g (10.0 mmol) of methyl 2-fluoro-4-nitrobenzoate and 2.51 g (50.2 mmol) of hydrazine monohydrate in 36 ml of ethanol were heated in a microwave reactor at 120° C. for 2 h. The combined reaction solutions were diluted with ethyl acetate and washed with water. The aqueous phase was extracted three times with ethyl acetate. The combined organic phases were dried over magnesium sulphate and concentrated under reduced pressure. Yield: 1.66 g (purity 95%,... Starting materials: [BH4-], C1CCOC1, COC(=O)c1cccc(C=O)c1N(Cc1cccnc1)S(=O)(=O)c1ccc(OC)cc1, CO, [Na+]. The product is COC(=O)c1cccc(CO)c1N(Cc1cccnc1)S(=O)(=O)c1ccc(OC)cc1. As a reaction SMILES: [BH4-:32].[CH2:36]1[O:37][CH2:38][CH2:39][CH2:40]1.[CH3:1][O:2][C:3]([c:4]1[c:5]([N:12]([CH2:13][c:14]2[cH:15][n:16][cH:17][cH:18][cH:19]2)[S:20](=[O:21])(=[O:22])[c:23]2[cH:24][cH:25][c:26]([O:29][CH3:30])[cH:27][cH:28]2)[c:6]([CH:10]=[O:11])[cH:7][cH:8][cH:9]1)=[O:31].[CH3:34][OH:35].[Na+:33]>>[CH3:1][O:2][C:3]([c:4]1[c:5]([N:12]([CH2:13][c:14]2[cH:15][n:16][cH:17][cH:18][cH:19]2)[S:20](=[O:21])(=[O:22])[c:23]2[cH:24][cH:25][c:26]([O:29][CH3:30])[cH:27][cH:28]2)[c:6]([CH2:10][OH:11])[cH:7][cH:8][cH:9]1)=[O:31].